From a dataset of the Open Reaction Database (ORD), a public repository of structured organic reaction records. describe an organic reaction: reactants, conditions, products, and yield Starting materials: C1CCOC1, CCOC(C)=O, O=C(NCCc1cccc(O)c1)C1c2ccccc2C(=O)N(C2CCCCC2O)C1c1ccc(Cl)cc1Cl, CCOC(=O)N=NC(=O)OCC, CC(O)C(=O)OC(C)(C)C, c1ccc(P(c2ccccc2)c2ccccc2)cc1. The product is CC(Oc1cccc(CCNC(=O)C2c3ccccc3C(=O)N(C3CCCCC3O)C2c2ccc(Cl)cc2Cl)c1)C(=O)OC(C)(C)C. RXN SMILES: [CH2:86]1[O:87][CH2:88][CH2:89][CH2:90]1.[CH3:80][CH2:81][O:82][C:83](=[O:84])[CH3:85].[Cl:1][c:2]1[c:3]([CH:9]2[N:10]([CH:32]3[CH:33]([OH:38])[CH2:34][CH2:35][CH2:36][CH2:37]3)[C:11](=[O:31])[c:12]3[cH:13][cH:14][cH:15][cH:16][c:17]3[CH:18]2[C:19](=[O:20])[NH:21][CH2:22][CH2:23][c:24]2[cH:25][c:26]([OH:30])[cH:27][cH:28][cH:29]2)[cH:4][cH:5][c:6]([Cl:8])[cH:7]1.[O:68]=[C:69]([O:70][CH2:71][CH3:72])[N:73]=[N:74][C:75]([O:76][CH2:77][CH3:78])=[O:79].[OH:58][CH:59]([C:60](=[O:61])[O:62][C:63]([CH3:64])([CH3:65])[CH3:66])[CH3:67].[c:39]1([P:40]([c:41]2[cH:42][cH:43][cH:44][cH:45][cH:46]2)[c:47]2[cH:48][cH:49][cH:50][cH:51][cH:52]2)[cH:53][cH:54][cH:55][cH:56][cH:57]1>>[Cl:1][c:2]1[c:3]([CH:9]2[N:10]([CH:32]3[CH:33]([OH:38])[CH2:34][CH2:35][CH2:36][CH2:37]3)[C:11](=[O:31])[c:12]3[cH:13][cH:14][cH:15][cH:16][c:17]3[CH:18]2[C:19](=[O:20])[NH:21][CH2:22][CH2:23][c:24]2[cH:25][c:26]([O:30][CH:59]([C:60](=[O:61])[O:62][C:63]([CH3:64])([CH3:65])[CH3:66])[CH3:67])[cH:27][cH:28][cH:29]2)[cH:4][cH:5][c:6]([Cl:8])[cH:7]1. Reactants: NC1=NC(=NS1)C(Cl)(Cl)Cl (5-amino-3-trichloromethyl-1,2,4-thiadiazole), C1(=CC=C(C=C1)C(=O)Cl)C (4-toluoyl chloride). The solvent is C1(=CC=CC=C1)C (toluene). The product is C1(=CC=C(C=C1)C(=O)NC1=NC(=NS1)C(Cl)(Cl)Cl)C (5-(4-Toluamido)-3-Trichloromethyl-1,2,4-Thiadiazole). Reaction SMILES: [NH2:1][C:2]1[S:6][N:5]=[C:4]([C:7]([Cl:10])([Cl:9])[Cl:8])[N:3]=1.[C:11]1([CH3:20])[CH:16]=[CH:15][C:14]([C:17](Cl)=[O:18])=[CH:13][CH:12]=1>C1(C)C=CC=CC=1>[C:11]1([CH3:20])[CH:16]=[CH:15][C:14]([C:17]([NH:1][C:2]2[S:6][N:5]=[C:4]([C:7]([Cl:10])([Cl:9])[Cl:8])[N:3]=2)=[O:18])=[CH:13][CH:12]=1. Procedure details: A solution of 11.0 g (0.05 mole) 5-amino-3-trichloromethyl-1,2,4-thiadiazole and 8.0 g (0.05 mole) 4-toluoyl chloride in 250 ml toluene was heated at reflux for 20 hours. Unreacted amino compound was removed by cooling the reaction mixture and filtering the precipitate. Concentration of the filtrate in vacuo gave the crude product, which was purified by recrystallization from cyclohexane. Yield was 9.1 g (27%); m.p. 127° C. Reactants: C1(=CC=CC=C1)C(C(=O)N1CC2=CC=C(C(=C2CC1C(=O)OCC)OCC1=CC(=C(C=C1)OC)C)OC)C1=CC=CC=C1 ((RS)-2-(Diphenylacetyl)-1,2,3,4-tetrahydro-6-methoxy-5-[(4-methoxy-3-methylphenyl)methoxy]-3-isoquinolinecarboxylic acid, ethyl ester), ester, [OH-].[Na+] (sodium hydroxide). Solvent: CO (methanol). Product: C1(=CC=CC=C1)C(C(=O)N1CC2=CC=C(C(=C2CC1C(=O)O)OCC1=CC(=C(C=C1)OC)C)OC)C1=CC=CC=C1 ((RS)-2-(Diphenylacetyl)-1,2,3,4-tetrahydro-6-methoxy-5-[(4-methoxy-3-methylphenyl)methoxy]-3-isoquinolinecarboxylic acid). Reaction SMILES: [C:1]1([CH:7]([C:38]2[CH:43]=[CH:42][CH:41]=[CH:40][CH:39]=2)[C:8]([N:10]2[CH:19]([C:20]([O:22]CC)=[O:21])[CH2:18][C:17]3[C:12](=[CH:13][CH:14]=[C:15]([O:36][CH3:37])[C:16]=3[O:25][CH2:26][C:27]3[CH:32]=[CH:31][C:30]([O:33][CH3:34])=[C:29]([CH3:35])[CH:28]=3)[CH2:11]2)=[O:9])[CH:6]=[CH:5][CH:4]=[CH:3][CH:2]=1.[OH-].[Na+]>CO>[C:38]1([CH:7]([C:1]2[CH:2]=[CH:3][CH:4]=[CH:5][CH:6]=2)[C:8]([N:10]2[CH:19]([C:20]([OH:22])=[O:21])[CH2:18][C:17]3[C:12](=[CH:13][CH:14]=[C:15]([O:36][CH3:37])[C:16]=3[O:25][CH2:26][C:27]3[CH:32]=[CH:31][C:30]([O:33][CH3:34])=[C:29]([CH3:35])[CH:28]=3)[CH2:11]2)=[O:9])[CH:39]=[CH:40][CH:41]=[CH:42][CH:43]=1 |f:1.2|. Reported procedure: This compound is prepared by a hydrolysis of the ester from Example 34 as follows: a solution of 0.50 g (0.86 mmole) of the ester, 50 mL of methanol, and 2.0 mL of 1N sodium hydroxide is maintained at reflux for 15 minutes. The methanol is removed, water (30 mL) is added, and 1.0 mL of glacial acetic acid is added to precipitate the gummy product. Purification by silica gel chromatography eluting with 5% methanol-chloroform gives pure product; mp 140°-142° C. Reactants: O1C(COC2=C1C=CC=C2)CN2CCC(CC2)NC2=C(C=CC(=C2)Cl)[N+](=O)[O-] (1-[(benzo-1,4-dioxan-2-yl)-methyl]-4-(5-chloro-2-nitroanilino)-piperidine), [H][H] (hydrogen). The reagents and catalysts are [Ni] (Raney nickel). Solvent: C(C)O (ethanol). Product: O1C(COC2=C1C=CC=C2)CN2CCC(CC2)NC2=C(C=CC(=C2)Cl)N (1-[(Benzo-1,4-dioxan-2-yl)-methyl]-4-(5-chloro-2-aminoanilino)-piperidine). Reaction SMILES: [O:1]1[C:6]2[CH:7]=[CH:8][CH:9]=[CH:10][C:5]=2[O:4][CH2:3][CH:2]1[CH2:11][N:12]1[CH2:17][CH2:16][CH:15]([NH:18][C:19]2[CH:24]=[C:23]([Cl:25])[CH:22]=[CH:21][C:20]=2[N+:26]([O-])=O)[CH2:14][CH2:13]1.[H][H]>[Ni].C(O)C>[O:1]1[C:6]2[CH:7]=[CH:8][CH:9]=[CH:10][C:5]=2[O:4][CH2:3][CH:2]1[CH2:11][N:12]1[CH2:17][CH2:16][CH:15]([NH:18][C:19]2[CH:24]=[C:23]([Cl:25])[CH:22]=[CH:21][C:20]=2[NH2:26])[CH2:14][CH2:13]1. Procedure details: 20 g of 1-[(benzo-1,4-dioxan-2-yl)-methyl]-4-(5-chloro-2-nitroanilino)-piperidine were hydrogenated under normal pressure and at room temperature, using 4 g of Raney nickel as a catalyst in 200 ml of ethanol. When the uptake of hydrogen had ended, the mixture was filtered, the material on the filter was rinsed with ethanol and the filtrate was concentrated.